Dataset: the Open Reaction Database (ORD), a public repository of structured organic reaction records. Task: describe an organic reaction: reactants, conditions, products, and yield Starting materials: alkyne, C=O (paraformaldehyde), solution, C(CCCCC)[Li] (n-hexyl lithium), C1CCOC1 (THF). Conditions: temperature -78 celsius, time 3 hour. The product is C(C1=CC=CC=C1)OCC#CCO (4-Benzyloxy-but-2-yn-1-ol). As a reaction SMILES: [CH2:1]([Li])[CH2:2][CH2:3][CH2:4][CH2:5][CH3:6].[CH2:8]=[O:9].[CH2:10]1[CH2:14][O:13][CH2:12][CH2:11]1>>[CH2:8]([O:9][CH2:14][C:10]#[C:11][CH2:12][OH:13])[C:1]1[CH:6]=[CH:5][CH:4]=[CH:3][CH:2]=1. Procedure: The crude alkyne I1 (81.9 g, 560 mmol) was dissolved in 500 ml of THF and cooled to −78° C. A 2.5M solution of n-hexyl lithium (250 ml, 625 mmol) was added dropwise over a period of 2 hours, so that the temperature did not exceed −70° C. Stirring was continued for 3 hours at −78° C. and then solid paraformaldehyde (20.18 g, 672 mmol) was added. The dry ice-bath was removed and the reaction allowed to warm up to room temperature over night (approx. 20 hours). The mixture was diluted with 600 ml o... Reactants: C(C)(C)(C)[Li] (tert-Butyllithium), Cl (hydrochloric acid), BrC=CC=C(C=COC)C (6-Bromo-3-methyl-1-methoxy-1,3,5-hexatriene), CC1=C(C(CCC1)(C)C)/C=C/C(=O)C (β-Ionone). The solvent is CCOCC (ether), CCOCC (ether). Reaction conditions: temperature -30 celsius, time 90 minute. Yields the product CC1=C(C(CCC1)(C)C)/C=C/C(=C/C=C/C(=C/C=O)/C)/C (Retinal). The yield is 55.0%. As a reaction SMILES: Br[CH:2]=[CH:3][CH:4]=[C:5]([CH3:10])[CH:6]=[CH:7][O:8]C.C([Li])(C)(C)C.[CH3:16][C:17]1[CH2:22][CH2:21][CH2:20][C:19]([CH3:24])([CH3:23])[C:18]=1/[CH:25]=[CH:26]/[C:27]([CH3:29])=O.Cl>CCOCC>[CH3:16][C:17]1[CH2:22][CH2:21][CH2:20][C:19]([CH3:23])([CH3:24])[C:18]=1/[CH:25]=[CH:26]/[C:27](/[CH3:29])=[CH:8]/[CH:7]=[CH:6]/[C:5](/[CH3:10])=[CH:4]/[CH:3]=[O:2]. Procedure details: 6-Bromo-3-methyl-1-methoxy-1,3,5-hexatriene (0.257 g; 1.26 mmol) is dissolved in ether (10 cc) is introduced, under an argon atmosphere, into a 25 cc round flask fitted with a thermometer and a magnetic stirrer. The flask is cooled to -70° C. tert-Butyllithium (1.2 cc, 1.8N in pentane; 2.1 mmol, i.e. 1.7 equivalent) is then added over 7 minutes while the temperature is kept below -68° C. The solution becomes slightly coloured from pale yellow to light chestnut-brown. It is stirred for 90 minutes... Starting materials: S(O)(O)(=O)=O (sulfuric acid), N1=CC(=CC2=CC=CC=C12)C(=O)[O-].[K+] (potassium quinoline-3-carboxylate), C(C)O (ethanol), C([O-])([O-])=O.[Na+].[Na+] (sodium carbonate). Run at temperature 85 celsius. Product: N1=CC(=CC2=CC=CC=C12)C(=O)OCC (Ethyl quinoline-3-carboxylate). Reaction SMILES: S(=O)(=O)(O)O.[N:6]1[C:15]2[C:10](=[CH:11][CH:12]=[CH:13][CH:14]=2)[CH:9]=[C:8]([C:16]([O-:18])=[O:17])[CH:7]=1.[K+].C(=O)([O-])[O-].[Na+].[Na+].[CH2:26](O)[CH3:27]>>[N:6]1[C:15]2[C:10](=[CH:11][CH:12]=[CH:13][CH:14]=2)[CH:9]=[C:8]([C:16]([O:18][CH2:26][CH3:27])=[O:17])[CH:7]=1 |f:1.2,3.4.5|. Procedure details: In a sealable tube, concentrated sulfuric acid (32 □L) was added to a solution of potassium quinoline-3-carboxylate in ethanol (1 mL). The flask was sealed and heated at 85° C. for 24 h. The mixture was cooled to ambient temperature, basified with 1 M sodium carbonate (10 mL), and the product was extracted with dichloromethane (3×15 mL). The organic fractions were dried over sodium sulfate and concentrated. Purification of the product by flash column chromatography (10% to 20% EtOAc/hexane) affo... Starting materials: C(=O)(C)C#N (AcCN), CN(CCOC=1C=C(C=CC1)I)C (3-(2-Dimethylaminoethoxy)phenyl iodide), C(=O)(O)C1=CC=C(C=C1)B(O)O (4-carboxybenzeneboronic acid), C([O-])([O-])=O.[Na+].[Na+] (sodium carbonate). Reagents/catalysts: C=1C=CC(=CC1)[P](C=2C=CC=CC2)(C=3C=CC=CC3)[Pd]([P](C=4C=CC=CC4)(C=5C=CC=CC5)C=6C=CC=CC6)([P](C=7C=CC=CC7)(C=8C=CC=CC8)C=9C=CC=CC9)[P](C=1C=CC=CC1)(C=1C=CC=CC1)C=1C=CC=CC1 (tetrakis(triphenylphosphine)palladium). The solvent is O (H2O). Conditions: temperature 90 celsius. Yields the product CN(CCOC=1C=C(C=CC1)C1=CC=C(C(=O)O)C=C1)C (4-(3-[2-Dimethylaminoethoxy]phenyl)benzoic acid). The yield is 95.2%. As a reaction SMILES: [CH3:1][N:2]([CH3:13])[CH2:3][CH2:4][O:5][C:6]1[CH:7]=[C:8](I)[CH:9]=[CH:10][CH:11]=1.[C:14]([C:17]1[CH:22]=[CH:21][C:20](B(O)O)=[CH:19][CH:18]=1)([OH:16])=[O:15].C(=O)([O-])[O-].[Na+].[Na+].C(C#N)(C)=O>C1C=CC([P]([Pd]([P](C2C=CC=CC=2)(C2C=CC=CC=2)C2C=CC=CC=2)([P](C2C=CC=CC=2)(C2C=CC=CC=2)C2C=CC=CC=2)[P](C2C=CC=CC=2)(C2C=CC=CC=2)C2C=CC=CC=2)(C2C=CC=CC=2)C2C=CC=CC=2)=CC=1.O>[CH3:1][N:2]([CH3:13])[CH2:3][CH2:4][O:5][C:6]1[CH:7]=[C:8]([C:20]2[CH:21]=[CH:22][C:17]([C:14]([OH:16])=[O:15])=[CH:18][CH:19]=2)[CH:9]=[CH:10][CH:11]=1 |f:2.3.4,^1:40,42,61,80|. Reported procedure: Stirred a solution of 3-(2-Dimethylaminoethoxy)phenyl iodide (0.495 g, 1.70 mmoles), 4-carboxybenzeneboronic acid (Lancaster, 0.282 g, 1.70 mmoles), and sodium carbonate (0.360 g, 3.40 mmoles) in 1:1 H2O: AcCN (20 mL) under vacuum for five minutes, followed by the addition of tetrakis(triphenylphosphine)palladium (0) (0.170g). The reaction mixture was heated (90° C.) for three hours, and the catalyst was filtered off through Celite. The effluent was concentrated slightly to remove the AcCN, and ... Starting materials: COC1=CC(=C(C=C1C)CC#N)C ((4-methoxy-2,5-dimethylphenyl)acetonitrile). Solvent: ClCCl (dichloromethane), ClCCl (dichloromethane). Reaction conditions: temperature -80 celsius, time 30 minute. Product: OC1=CC(=C(C=C1C)CC#N)C ((4-Hydroxy-2,5-dimethylphenyl)acetonitrile). RXN SMILES: C[O:2][C:3]1[C:8]([CH3:9])=[CH:7][C:6]([CH2:10][C:11]#[N:12])=[C:5]([CH3:13])[CH:4]=1>ClCCl>[OH:2][C:3]1[C:8]([CH3:9])=[CH:7][C:6]([CH2:10][C:11]#[N:12])=[C:5]([CH3:13])[CH:4]=1. Procedure: A solution of (4-methoxy-2,5-dimethylphenyl)acetonitrile (0.5 g, 2.9 mmol) in dichloromethane (10 mL) was cooled to −80° C. and treated with borontribromide (1M in dichloromethane, 14.3 mL, 14.3 mmol). The reaction mixture was stirred at −80° C. for a further 30 minutes and then was allowed to warm to room temperature over a period of 2 hours. The reaction mixture was quenched with saturated sodium hydrogen carbonate solution (20 mL) and the organic layer was separated. The organic solution was ...